From a dataset of the Open Reaction Database (ORD), a public repository of structured organic reaction records. describe an organic reaction: reactants, conditions, products, and yield Reactants: COc1ccc(S(=O)(=O)N2CCc3cc(Br)cc([N+](=O)[O-])c32)cc1, CC(C)O, [Cl-], [Fe], [NH4+]. The product is COc1ccc(S(=O)(=O)N2CCc3cc(Br)cc(N)c32)cc1. As a reaction SMILES: [Br:1][c:2]1[cH:3][c:4]2[c:8]([c:9]([N+:11]([O-:12])=[O:13])[cH:10]1)[N:7]([S:14](=[O:15])(=[O:16])[c:17]1[cH:18][cH:19][c:20]([O:23][CH3:24])[cH:21][cH:22]1)[CH2:6][CH2:5]2.[CH:27]([OH:28])([CH3:29])[CH3:30].[Cl-:25].[Fe:31].[NH4+:26]>>[Br:1][c:2]1[cH:3][c:4]2[c:8]([c:9]([NH2:11])[cH:10]1)[N:7]([S:14](=[O:15])(=[O:16])[c:17]1[cH:18][cH:19][c:20]([O:23][CH3:24])[cH:21][cH:22]1)[CH2:6][CH2:5]2. Reactants: CSC(=N)N1CC2=CC(=CC=C2CC1)OCC1CCN(CC1)C1=CC=NC=C1 (7-[1-(pyridin-4-yl)piperidin-4-ylmethoxy]-1,2,3,4-tetrahydroisoquinoline-2-carbothioimidic acid methyl ester), Cl.ON (hydroxyamine hydrochloride), C(C)(=O)[O-].[Na+] (sodium acetate), O (water). Solvent: C(C)O (ethanol). Conditions: temperature 40 celsius, time 2 hour. The product is Cl.Cl.N1=CC=C(C=C1)N1CCC(CC1)COC1=CC=C2CCN(CC2=C1)C(N)=NO (7-[1-(Pyridin-4-yl)piperidin-4-ylmethoxy]-1,2,3,4-tetrahydroisoquinoline-2-carboxamide Oxime Dihydrochloride). Isolated yield 53.4%. Reaction SMILES: CS[C:3]([N:5]1[CH2:14][CH2:13][C:12]2[C:7](=[CH:8][C:9]([O:15][CH2:16][CH:17]3[CH2:22][CH2:21][N:20]([C:23]4[CH:28]=[CH:27][N:26]=[CH:25][CH:24]=4)[CH2:19][CH2:18]3)=[CH:10][CH:11]=2)[CH2:6]1)=[NH:4].[ClH:29].[OH:30][NH2:31].C([O-])(=O)C.[Na+].O>C(O)C>[ClH:29].[ClH:29].[N:26]1[CH:27]=[CH:28][C:23]([N:20]2[CH2:21][CH2:22][CH:17]([CH2:16][O:15][C:9]3[CH:8]=[C:7]4[C:12]([CH2:13][CH2:14][N:5]([C:3](=[N:31][OH:30])[NH2:4])[CH2:6]4)=[CH:11][CH:10]=3)[CH2:18][CH2:19]2)=[CH:24][CH:25]=1 |f:1.2,3.4,7.8.9|. Procedure details: To a solution of 7-[1-(pyridin-4-yl)piperidin-4-ylmethoxy]-1,2,3,4-tetrahydroisoquinoline-2-carbothioimidic acid methyl ester (135 mg) in ethanol (3 ml) were added hydroxyamine hydrochloride (47 mg) and sodium acetate (56 mg), and the mixture was stirred at 40° C. for 2 hours. After completion of the reaction, water was added and the mixture was washed with chloroform. Thereto was added 4N aqueous sodium hydroxide solution, and the mixture was extracted with chloroform. The organic layer was was... The reactants are CC(=O)O[BH-](OC(C)=O)OC(C)=O, CCS(=O)(=O)N1CCC(c2c[nH]c3c(C(N)=O)cc(-c4ccc(C=O)cc4)cc23)CC1, CCN, CS(C)=O, CC(=O)O, [Na+]. The product is CCNCc1ccc(-c2cc(C(N)=O)c3[nH]cc(C4CCN(S(=O)(=O)CC)CC4)c3c2)cc1. RXN SMILES: [C:35]([O:36][BH-:37]([O:38][C:39](=[O:40])[CH3:41])[O:42][C:43](=[O:44])[CH3:45])(=[O:46])[CH3:47].[CH2:1]([CH3:2])[S:3](=[O:4])(=[O:5])[N:6]1[CH2:7][CH2:8][CH:9]([c:12]2[cH:13][nH:14][c:15]3[c:16]([C:29](=[O:30])[NH2:31])[cH:17][c:18](-[c:21]4[cH:22][cH:23][c:24]([CH:27]=[O:28])[cH:25][cH:26]4)[cH:19][c:20]23)[CH2:10][CH2:11]1.[CH3:32][CH2:33][NH2:34].[CH3:49][S:50]([CH3:51])=[O:52].[CH3:53][C:54](=[O:55])[OH:56].[Na+:48]>>[CH2:1]([CH3:2])[S:3](=[O:4])(=[O:5])[N:6]1[CH2:7][CH2:8][CH:9]([c:12]2[cH:13][nH:14][c:15]3[c:16]([C:29](=[O:30])[NH2:31])[cH:17][c:18](-[c:21]4[cH:22][cH:23][c:24]([CH2:27][NH:34][CH2:33][CH3:32])[cH:25][cH:26]4)[cH:19][c:20]23)[CH2:10][CH2:11]1. The reactants are [Br-], O=C([O-])O, CC1(C)CCCC(C)(C)N1O, OCc1c(Cl)ccc(F)c1Cl, [O-]Cl, ClCCl, [Na+], [Na+], [Na+]. Yields the product O=Cc1c(Cl)ccc(F)c1Cl. As a reaction SMILES: [Br-:13].[C:28](=[O:29])([OH:30])[O-:31].[CH3:14][C:15]1([CH3:24])[N:16]([O:17])[C:18]([CH3:19])([CH3:20])[CH2:21][CH2:22][CH2:23]1.[Cl:1][c:2]1[c:3]([CH2:10][OH:11])[c:4]([Cl:9])[cH:5][cH:6][c:7]1[F:8].[Cl:25][O-:26].[Cl:33][CH2:34][Cl:35].[Na+:12].[Na+:27].[Na+:32]>>[Cl:1][c:2]1[c:3]([CH:10]=[O:11])[c:4]([Cl:9])[cH:5][cH:6][c:7]1[F:8].